Dataset: the Open Reaction Database (ORD), a public repository of structured organic reaction records. Task: describe an organic reaction: reactants, conditions, products, and yield Starting materials: NC=1C=C2C(=CNC2=CC1)C1CCN(CC1)C (5-amino-3-(1-methylpiperidin-4-yl)-1H-indole), C(CC(C)C)(=O)O (isovaleric acid). Yields the product CC(CC(=O)NC=1C=C2C(=CNC2=CC1)C1CCN(CC1)C)C (5-(3-methylbutanoyl)amino-3-(1-methylpiperidin-4-yl)-1H-indole). RXN SMILES: [NH2:1][C:2]1[CH:3]=[C:4]2[C:8](=[CH:9][CH:10]=1)[NH:7][CH:6]=[C:5]2[CH:11]1[CH2:16][CH2:15][N:14]([CH3:17])[CH2:13][CH2:12]1.[C:18](O)(=[O:23])[CH2:19][CH:20]([CH3:22])[CH3:21]>>[CH3:21][CH:20]([CH3:22])[CH2:19][C:18]([NH:1][C:2]1[CH:3]=[C:4]2[C:8](=[CH:9][CH:10]=1)[NH:7][CH:6]=[C:5]2[CH:11]1[CH2:16][CH2:15][N:14]([CH3:17])[CH2:13][CH2:12]1)=[O:23]. Procedure: Beginning with 12.0 mg (0.05 mMol) 5-amino-3-(1-methylpiperidin-4-yl)-1H-indole and 10.0 mg (0.10 mMol) isovaleric acid, 17.0 mg (100+%) of the title compound were recovered. Starting materials: C(Cl)(Cl)Cl (chloroform), FC1=CC=C2N=CC(N(C2=C1)CCN1CCC(CC1)NCC1=CC2=CC=CC=C2C=C1)=O (7-fluoro-1-(2-(4-((naphthalen-2-yl)methylamino)piperidin-1-yl)ethyl)-quinoxalin-2(1H)-one), Cl.C(C)(=O)OCC (hydrogen chloride ethyl acetate). Run in C(C)(=O)OCC (ethyl acetate). Conditions: time 10 minute. Yields the product Cl.FC1=CC=C2N=CC(N(C2=C1)CCN1CCC(CC1)NCC1=CC2=CC=CC=C2C=C1)=O (7-fluoro-1-(2-(4-((naphthalen-2-yl)methylamino)piperidin-1-yl)ethyl)quinoxalin-2(1H)-one hydrochloride). As a reaction SMILES: C(Cl)(Cl)[Cl:2].[F:5][C:6]1[CH:15]=[C:14]2[C:9]([N:10]=[CH:11][C:12](=[O:36])[N:13]2[CH2:16][CH2:17][N:18]2[CH2:23][CH2:22][CH:21]([NH:24][CH2:25][C:26]3[CH:35]=[CH:34][C:33]4[C:28](=[CH:29][CH:30]=[CH:31][CH:32]=4)[CH:27]=3)[CH2:20][CH2:19]2)=[CH:8][CH:7]=1.Cl.C(OCC)(=O)C>C(OCC)(=O)C>[ClH:2].[F:5][C:6]1[CH:15]=[C:14]2[C:9]([N:10]=[CH:11][C:12](=[O:36])[N:13]2[CH2:16][CH2:17][N:18]2[CH2:23][CH2:22][CH:21]([NH:24][CH2:25][C:26]3[CH:35]=[CH:34][C:33]4[C:28](=[CH:29][CH:30]=[CH:31][CH:32]=4)[CH:27]=3)[CH2:20][CH2:19]2)=[CH:8][CH:7]=1 |f:2.3,5.6|. Procedure details: To a mixed solution of 20 mL chloroform and 10 mL ethyl acetate containing 255 mg of 7-fluoro-1-(2-(4-((naphthalen-2-yl)methylamino)piperidin-1-yl)ethyl)-quinoxalin-2(1H)-one, 1 mL of 4 mol/L hydrogen chloride/ethyl acetate was added, and stirred at room temperature for 10 min. The solvent was removed under reduced pressure, ethyl acetate was added, and the resulting solid was filtered to give 257 mg of 7-fluoro-1-(2-(4-((naphthalen-2-yl)methylamino)piperidin-1-yl)ethyl)quinoxalin-2(1H)-one hydr... Reactants: CC(C)(C)C(=O)c1ccc(C2(C)OCCO2)cc1, Cl. Yields the product CC(=O)c1ccc(C(=O)C(C)(C)C)cc1. Reaction SMILES: [CH3:1][C:2]1([c:7]2[cH:8][cH:9][c:10]([C:13]([C:14]([CH3:15])([CH3:16])[CH3:17])=[O:18])[cH:11][cH:12]2)[O:3][CH2:6][CH2:5][O:4]1.[ClH:19]>>[CH3:1][C:2](=[O:3])[c:7]1[cH:8][cH:9][c:10]([C:13]([C:14]([CH3:15])([CH3:16])[CH3:17])=[O:18])[cH:11][cH:12]1. The reactants are C1(=CC(=CC=C1)C1=NN2C(N=C(C(=C2N2CCC(CC2)(C)C)C(C(=O)OC)O)C)=N1)C1=CC=CC=C1 (methyl 2-(2-([1,1′-biphenyl]-3-yl)-7-(4,4-dimethylpiperidin-1-yl)-5-methyl-[1,2,4]triazolo[1,5-a]pyrimidin-6-yl)-2-hydroxyacetate), CC(=O)OI1(C2=CC=CC=C2C(=O)O1)(OC(=O)C)OC(=O)C (Dess-MartinPeriodinane). Run in C(Cl)Cl (CH2Cl2). Reaction conditions: time 1 hour. The product is C1(=CC(=CC=C1)C1=NN2C(N=C(C(=C2N2CCC(CC2)(C)C)C(C(=O)OC)=O)C)=N1)C1=CC=CC=C1 (methyl 2-(2-([1,1′-biphenyl]-3-yl)-7-(4,4-dimethylpiperidin-1-yl)-5-methyl-[1,2,4]triazolo[1,5-a]pyrimidin-6-yl)-2-oxoacetate). Yield: 82.7%. As a reaction SMILES: [C:1]1([C:31]2[CH:36]=[CH:35][CH:34]=[CH:33][CH:32]=2)[CH:6]=[CH:5][CH:4]=[C:3]([C:7]2[N:30]=[C:10]3[N:11]=[C:12]([CH3:29])[C:13]([CH:23]([OH:28])[C:24]([O:26][CH3:27])=[O:25])=[C:14]([N:15]4[CH2:20][CH2:19][C:18]([CH3:22])([CH3:21])[CH2:17][CH2:16]4)[N:9]3[N:8]=2)[CH:2]=1.CC(OI1(OC(C)=O)(OC(C)=O)OC(=O)C2C1=CC=CC=2)=O>C(Cl)Cl>[C:1]1([C:31]2[CH:32]=[CH:33][CH:34]=[CH:35][CH:36]=2)[CH:6]=[CH:5][CH:4]=[C:3]([C:7]2[N:30]=[C:10]3[N:11]=[C:12]([CH3:29])[C:13]([C:23](=[O:28])[C:24]([O:26][CH3:27])=[O:25])=[C:14]([N:15]4[CH2:16][CH2:17][C:18]([CH3:22])([CH3:21])[CH2:19][CH2:20]4)[N:9]3[N:8]=2)[CH:2]=1. Procedure: To a soln. of methyl 2-(2-([1,1′-biphenyl]-3-yl)-7-(4,4-dimethylpiperidin-1-yl)-5-methyl-[1,2,4]triazolo[1,5-a]pyrimidin-6-yl)-2-hydroxyacetate (73 mg, 0.150 mmol) in CH2Cl2 (5 mL) was added Dess-MartinPeriodinane (70.1 mg, 0.165 mmol) and the resulting mixture was stirred at room temp for 1 hr and then diluted with ethyl 5 mL) and washed with sat. NaHCO3 solution (5 mL), dried (Na2SO4), filtered and concentrated and purified by Biotage (90 g, eluted from 3-32% EtOAc/Hexane) to afford methyl 2-(...